From a dataset of the Open Reaction Database (ORD), a public repository of structured organic reaction records. describe an organic reaction: reactants, conditions, products, and yield Reactants: CCNCc1cc(Br)ccc1OCC1CC1, N#Cc1ccc(Cl)nc1. Product: CCN(Cc1cc(Br)ccc1OCC1CC1)c1ccc(C#N)cn1. As a reaction SMILES: [CH2:1]([CH3:2])[NH:3][CH2:4][c:5]1[c:6]([O:12][CH2:13][CH:14]2[CH2:15][CH2:16]2)[cH:7][cH:8][c:9]([Br:11])[cH:10]1.[Cl:17][c:18]1[n:19][cH:20][c:21]([C:24]#[N:25])[cH:22][cH:23]1>>[CH2:1]([CH3:2])[N:3]([CH2:4][c:5]1[c:6]([O:12][CH2:13][CH:14]2[CH2:15][CH2:16]2)[cH:7][cH:8][c:9]([Br:11])[cH:10]1)[c:18]1[n:19][cH:20][c:21]([C:24]#[N:25])[cH:22][cH:23]1. Run at time 1 hour. Procedure: 1-(2-(2-hydroxy-3-phenoxypropylamino)acetyl)pyrrolidine-2-carbonitrile (3.4 g, 11 mmol) was dissolved in ether (10 mL). Then a solution of HCl in dioxane (4M, 3 mL, 12 mmol) was added to the reaction mixture at −20° C., which was warmed to room temperature and stirred for 1 hour. Run in CCOCC (ether). The product is Cl.OC(CNCC(=O)N1C(CCC1)C#N)COC1=CC=CC=C1 (1-(2-(2-hydroxy-3-phenoxypropylamino)acetyl)pyrrolidine-2-carbonitrile hydrochloride). RXN SMILES: [OH:1][CH:2]([CH2:15][O:16][C:17]1[CH:22]=[CH:21][CH:20]=[CH:19][CH:18]=1)[CH2:3][NH:4][CH2:5][C:6]([N:8]1[CH2:12][CH2:11][CH2:10][CH:9]1[C:13]#[N:14])=[O:7].[ClH:23].O1CCOCC1>CCOCC>[ClH:23].[OH:1][CH:2]([CH2:15][O:16][C:17]1[CH:18]=[CH:19][CH:20]=[CH:21][CH:22]=1)[CH2:3][NH:4][CH2:5][C:6]([N:8]1[CH2:12][CH2:11][CH2:10][CH:9]1[C:13]#[N:14])=[O:7] |f:4.5|. Starting materials: Cl (HCl), O1CCOCC1 (dioxane), OC(CNCC(=O)N1C(CCC1)C#N)COC1=CC=CC=C1 (1-(2-(2-hydroxy-3-phenoxypropylamino)acetyl)pyrrolidine-2-carbonitrile). The reactants are Br, CC(=O)O, O=N[O-], Nc1cc(C(=O)O)ccc1C(F)(F)F, [Na+], O. Yields the product O=C(O)c1ccc(C(F)(F)F)c(Br)c1. Reaction SMILES: [BrH:23].[CH3:15][C:16](=[O:17])[OH:18].[N:19]([O-:20])=[O:21].[NH2:1][c:2]1[cH:3][c:4]([C:5](=[O:6])[OH:7])[cH:8][cH:9][c:10]1[C:11]([F:12])([F:13])[F:14].[Na+:22].[OH2:24]>>[c:2]1([Br:23])[cH:3][c:4]([C:5](=[O:6])[OH:7])[cH:8][cH:9][c:10]1[C:11]([F:12])([F:13])[F:14]. Starting materials: C1=CC=C(C=C1)C(C2=CC=CC=C2)Br (α-bromodiphenylmethane), C1(=CC=CC=C1)P(C1=CC=CC=C1)C1=CC=CC=C1 (triphenylphosphine). The solvent is C(C)OCC (diethyl ether), C(C)#N (acetonitrile). The product is 10.5, [Br-].C1(=CC=CC=C1)[P+](C(C1=CC=CC=C1)C1=CC=CC=C1)(C1=CC=CC=C1)C1=CC=CC=C1 (triphenyl (diphenylmethyl)phosphonium bromide). RXN SMILES: [CH:1]1[CH:6]=[CH:5][C:4]([CH:7]([Br:14])[C:8]2[CH:13]=[CH:12][CH:11]=[CH:10][CH:9]=2)=[CH:3][CH:2]=1.[C:15]1([P:21]([C:28]2[CH:33]=[CH:32][CH:31]=[CH:30][CH:29]=2)[C:22]2[CH:27]=[CH:26][CH:25]=[CH:24][CH:23]=2)[CH:20]=[CH:19][CH:18]=[CH:17][CH:16]=1>C(#N)C.C(OCC)C>[Br-:14].[C:28]1([P+:21]([C:15]2[CH:16]=[CH:17][CH:18]=[CH:19][CH:20]=2)([C:22]2[CH:27]=[CH:26][CH:25]=[CH:24][CH:23]=2)[CH:7]([C:8]2[CH:13]=[CH:12][CH:11]=[CH:10][CH:9]=2)[C:4]2[CH:5]=[CH:6][CH:1]=[CH:2][CH:3]=2)[CH:29]=[CH:30][CH:31]=[CH:32][CH:33]=1 |f:4.5|. Procedure details: 6.2 parts of α-bromodiphenylmethane was dissolved in 100 parts of acetonitrile and 6.6 parts of triphenylphosphine was added thereto. The mixture was heated under reflux for 3 hr. The mixture was allowed to stand for cooling and then diluted with a small amount of diethyl ether. The resulting colorless crystals were collected by filtration and washed with a small amount of acetonitrile to obtain 10.5 parts of triphenyl (diphenylmethyl)phosphonium bromide (compound No. 66). The reactants are O=C1C(CCCC1)C(=O)OCC (Ethyl 2-oxocyclohexanecarboxylate), [OH-].[Na+] (NaOH). Run in O (water). Reaction conditions: temperature 0 celsius, time 12 hour. Yields the product O=C1C(CCCC1)C(=O)O (2-Oxocyclohexanecarboxylic acid). Reaction SMILES: [O:1]=[C:2]1[CH2:7][CH2:6][CH2:5][CH2:4][CH:3]1[C:8]([O:10]CC)=[O:9].[OH-].[Na+]>O>[O:1]=[C:2]1[CH2:7][CH2:6][CH2:5][CH2:4][CH:3]1[C:8]([OH:10])=[O:9] |f:1.2|. Reported procedure: Ethyl 2-oxocyclohexanecarboxylate (2 g, 11.7 mmol) was dissolved in water (2 mL), cooled to 0° C. and 5N aqueous .NaOH (5 mL) was added, cooled to room temperature and stirred for 12 h. The reaction mixture was cooled to 0° C., acidified with conc. (pH=2) and used in the next step without any purification. Starting materials: FC1=C(C=CC(=C1)F)C1=CC(=NC=C1)C1=CC=CC2=C1OC1=NC(=CC=C12)C (8-(4-(2,4-difluorophenyl)pyridin-2-yl)-2-methylbenzofuro[2,3-b]pyridine), C(C)OCCO (2-ethoxyethanol). The solvent is CN(C)C=O (DMF). Run at temperature 130 celsius. Yields the product solid, FC1=C(C=CC=C1)C1=CC(=NC=C1)C1=CC=CC2=C1OC1=NC(=CC=C12)C (8-(4-(2-fluorophenyl)pyridin-2-yl)-2-methylbenzofuro[2,3-b]pyridine). Yield: 61.0%. As a reaction SMILES: [F:1][C:2]1[CH:7]=[C:6](F)[CH:5]=[CH:4][C:3]=1[C:9]1[CH:14]=[CH:13][N:12]=[C:11]([C:15]2[C:20]3[O:21][C:22]4[C:27]([C:19]=3[CH:18]=[CH:17][CH:16]=2)=[CH:26][CH:25]=[C:24]([CH3:28])[N:23]=4)[CH:10]=1.C(OCCO)C>CN(C=O)C>[F:1][C:2]1[CH:7]=[CH:6][CH:5]=[CH:4][C:3]=1[C:9]1[CH:14]=[CH:13][N:12]=[C:11]([C:15]2[C:20]3[O:21][C:22]4[C:27]([C:19]=3[CH:18]=[CH:17][CH:16]=2)=[CH:26][CH:25]=[C:24]([CH3:28])[N:23]=4)[CH:10]=1. Reported procedure: To a 250 mL flask added iridium complex (2.348 g, 3.29 mmol), 8-(4-(2,4-difluorophenyl)pyridin-2-yl)-2-methylbenzofuro[2,3-b]pyridine (2.45 g, 6.58 mmol), 2-ethoxyethanol (60 mL), DMF (60 mL). The mixture was heated in an oil bath at 130° C. overnight under N2 and allowed to cool and evaporated the solvents to leave a red/orange solid which was further purified by silica gel column to give orange solid 1.7 g (61% yield) desired product which was confirmed by LC-MS. Starting materials: ClC1=CC(=NC2=CC=C(C=C12)C)N1CCS(C2=C(C1)C=CC=C2)(=O)=O (4-(4-chloro-6-methylquinolin-2-yl)-2,3,4,5-tetrahydro-1,4-benzothiazepine 1,1-dioxide), NCCNCCO (2-[(2-aminoethyl)amino]ethanol). The product is O=S1(CCN(CC2=C1C=CC=C2)C2=NC1=CC=C(C=C1C(=C2)NCCNCCO)C)=O (2-[(2-{[2-(1,1-Dioxido-2,3-dihydro-1,4-benzothiazepin-4(5H)-yl)-6-methylquinolin-4-yl]amino}ethyl)amino]ethanol). RXN SMILES: Cl[C:2]1[C:11]2[C:6](=[CH:7][CH:8]=[C:9]([CH3:12])[CH:10]=2)[N:5]=[C:4]([N:13]2[CH2:19][C:18]3[CH:20]=[CH:21][CH:22]=[CH:23][C:17]=3[S:16](=[O:25])(=[O:24])[CH2:15][CH2:14]2)[CH:3]=1.[NH2:26][CH2:27][CH2:28][NH:29][CH2:30][CH2:31][OH:32]>>[O:24]=[S:16]1(=[O:25])[C:17]2[CH:23]=[CH:22][CH:21]=[CH:20][C:18]=2[CH2:19][N:13]([C:4]2[CH:3]=[C:2]([NH:26][CH2:27][CH2:28][NH:29][CH2:30][CH2:31][OH:32])[C:11]3[C:6](=[CH:7][CH:8]=[C:9]([CH3:12])[CH:10]=3)[N:5]=2)[CH2:14][CH2:15]1. Procedure details: The title compound was prepared in analogy to Example 3-1 in Scheme 5 by using 4-(4-chloro-6-methylquinolin-2-yl)-2,3,4,5-tetrahydro-1,4-benzothiazepine 1,1-dioxide (prepared in analogy to the one in Example 2-1) and 2-[(2-aminoethyl)amino]ethanol. MS obsd. (ESI+) [(M+H)+] 441, 1H NMR (400 MHz, CD3OD) δ ppm 7.94 (d, J=7.6 Hz, 1 H), 7.81 (d, J=6.8 Hz, 1 H), 7.61-7.57 (m, 2 H), 7.43-7.38 (m, 2 H), 7.24 (d, J=7.6 Hz, 1 H), 6.02 (s, 1 H), 5.12 (s, 2 H), 4.51 (brs, 2 H), 3.69 (t, J=5.2 Hz, 2 H), 3.55... The reactants are C1CCOC1, CC(C)(C)[O-], Cc1cc2c(=O)[nH]c(CCl)nc2s1, OCCc1c[nH]nc1C(F)(F)F, [K+]. Product: Cc1cc2c(=O)[nH]c(Cn3cc(CCO)c(C(F)(F)F)n3)nc2s1. RXN SMILES: [CH2:32]1[O:33][CH2:34][CH2:35][CH2:36]1.[CH3:26][C:27]([CH3:28])([O-:29])[CH3:30].[Cl:13][CH2:14][c:15]1[nH:16][c:17](=[O:25])[c:18]2[c:19]([n:20]1)[s:21][c:22]([CH3:24])[cH:23]2.[F:1][C:2]([c:3]1[n:4][nH:5][cH:6][c:7]1[CH2:8][CH2:9][OH:10])([F:11])[F:12].[K+:31]>>[F:1][C:2]([c:3]1[n:4][n:5]([CH2:14][c:15]2[nH:16][c:17](=[O:25])[c:18]3[c:19]([n:20]2)[s:21][c:22]([CH3:24])[cH:23]3)[cH:6][c:7]1[CH2:8][CH2:9][OH:10])([F:11])[F:12]. Starting materials: [N-]=[N+]=[N-].[Na+] (Sodium azide), C(C1=CC=CC=C1)OC1=CC=C(C=2OCC(NC21)=O)C(CCl)=O (5-(Benzyloxy)-8-(2-chloroacetyl)-2H-benzo[b][1,4]oxazin-3(4H)-one). Run in CN(C)C=O (DMF). Conditions: time 2 hour. Product: N(=[N+]=[N-])CC(=O)C1=CC=C(C2=C1OCC(N2)=O)OCC2=CC=CC=C2 (8-(2-Azidoacetyl)-5-(benzyloxy)-2H-benzo[b][1,4]oxazin-3(4H)-one). Reaction SMILES: [N-:1]=[N+:2]=[N-:3].[Na+].[CH2:5]([O:12][C:13]1[C:22]2[NH:21][C:20](=[O:23])[CH2:19][O:18][C:17]=2[C:16]([C:24](=[O:27])[CH2:25]Cl)=[CH:15][CH:14]=1)[C:6]1[CH:11]=[CH:10][CH:9]=[CH:8][CH:7]=1>CN(C=O)C>[N:1]([CH2:25][C:24]([C:16]1[C:17]2[O:18][CH2:19][C:20](=[O:23])[NH:21][C:22]=2[C:13]([O:12][CH2:5][C:6]2[CH:11]=[CH:10][CH:9]=[CH:8][CH:7]=2)=[CH:14][CH:15]=1)=[O:27])=[N+:2]=[N-:3] |f:0.1|. Reported procedure: Sodium azide (1.176 g) was added to a suspension of 5-(benzyloxy)-8-(2-chloroacetyl)-2H-benzo[b][1,4]oxazin-3(4H)-one (example 11, step e) (4.8 g) in DMF (50 mL) and stirred for 2 h. The mixture was poured onto ice/water and the resulting solid collected by filtration, washed with water and dried under vacuum at 40° C. to afford the subtitled compound as a light brown solid. Yield 4.6 g. Reactants: C(C)(=O)N1C(CC2=CC(=CC=C12)[N+](=O)[O-])=O (1-acetyl-5-nitro-2-indolinone), FC(C1=CC=C(C(=O)O)C=C1)(F)F (4-trifluoromethyl-benzoic acid), CN(C)C(=[N+](C)C)ON1C2=C(C=CC=C2)N=N1.[B-](F)(F)(F)F (TBTU), C=1C=CC2=C(C1)N=NN2O (HOBT), Huinig's base, Cl (hydrochloric acid). Run in CN(C)C=O (DMF). The product is C(C)(=O)N1C(C(C2=CC(=CC=C12)[N+](=O)[O-])=C(C1=CC=C(C=C1)C(F)(F)F)O)=O (1-acetyl-3-[1-hydroxy-1-(4-trifluoromethyl-phenyl)-methylidene}-5-nitro-2-indolinone). Reaction SMILES: [C:1]([N:4]1[C:12]2[C:7](=[CH:8][C:9]([N+:13]([O-:15])=[O:14])=[CH:10][CH:11]=2)[CH2:6][C:5]1=[O:16])(=[O:3])[CH3:2].[F:17][C:18]([F:29])([F:28])[C:19]1[CH:27]=[CH:26][C:22]([C:23](O)=[O:24])=[CH:21][CH:20]=1.CN(C(ON1N=NC2C=CC=CC1=2)=[N+](C)C)C.[B-](F)(F)(F)F.C1C=CC2N(O)N=NC=2C=1.Cl>CN(C=O)C>[C:1]([N:4]1[C:12]2[C:7](=[CH:8][C:9]([N+:13]([O-:15])=[O:14])=[CH:10][CH:11]=2)[C:6](=[C:23]([OH:24])[C:22]2[CH:26]=[CH:27][C:19]([C:18]([F:17])([F:28])[F:29])=[CH:20][CH:21]=2)[C:5]1=[O:16])(=[O:3])[CH3:2] |f:2.3|. Procedure details: Prepared by reacting 1-acetyl-5-nitro-2-indolinone with one equivalent of 4-trifluoromethyl-benzoic acid in dry DMF in the presence of 1 equivalent each of TBTU and HOBT and 5 equivalents of Huinig's base (20° C., 4 hours), stirring into dilute hydrochloric acid, filtering the precipitate, dissolving the precipitate in EtOac, drying the organic phase and evaporation in vacuo and purifying the evaporation residue by column chromatography on silica gel with CH2Cl2 /MeOH (10:1) as eluant.